From a dataset of the Open Reaction Database (ORD), a public repository of structured organic reaction records. describe an organic reaction: reactants, conditions, products, and yield Starting materials: B(Br)(Br)Br (boron tribromide), solution, COC1=CC=C2C(=CNC2=C1)C1=NC(=NC=C1)NC1CC(NC(C1)(C)C)(C)C ([4-(6-Methoxy-1H-indol-3-yl)-pyrimidin-2-yl]-(2,2,6,6-tetramethyl-piperidin-4-yl)-amine). Solvent: C(Cl)Cl (DCM), C(Cl)Cl (DCM). Run at temperature 0 celsius, time 16 hour. Product: CC1(NC(CC(C1)NC1=NC=CC(=N1)C1=CNC2=CC(=CC=C12)O)(C)C)C (3-[2-(2,2,6,6-Tetramethyl-piperidin-4-ylamino)-pyrimidin-4-yl]-1H-indol-6-ol). As a reaction SMILES: C[O:2][C:3]1[CH:11]=[C:10]2[C:6]([C:7]([C:12]3[CH:17]=[CH:16][N:15]=[C:14]([NH:18][CH:19]4[CH2:24][C:23]([CH3:26])([CH3:25])[NH:22][C:21]([CH3:28])([CH3:27])[CH2:20]4)[N:13]=3)=[CH:8][NH:9]2)=[CH:5][CH:4]=1.B(Br)(Br)Br>C(Cl)Cl>[CH3:25][C:23]1([CH3:26])[CH2:24][CH:19]([NH:18][C:14]2[N:13]=[C:12]([C:7]3[C:6]4[C:10](=[CH:11][C:3]([OH:2])=[CH:4][CH:5]=4)[NH:9][CH:8]=3)[CH:17]=[CH:16][N:15]=2)[CH2:20][C:21]([CH3:28])([CH3:27])[NH:22]1. Procedure details: [4-(6-Methoxy-1H-indol-3-yl)-pyrimidin-2-yl]-(2,2,6,6-tetramethyl-piperidin-4-yl)-amine (150 mg, 0.4 mmol) was suspended in 6 ml of DCM under argon. After cooling to 0° C., boron tribromide (1.64 ml of a 1M solution in DCM, 1.64 mmol) was added slowly. The cooling bath was removed after 30 minutes and stirring was continued for 16 hours. The reaction was quenched by adding 8 ml of MeOH at 0° C. and the product crystallised from this solution in form of its hydrobromide salt. Yield: 155 mg (94%). Reactants: O=C([O-])[O-], CCOC(=O)c1cccc(I)c1C, CC(C)(C)C(=O)CC(=O)C(C)(C)C, CN1CCCC1=O, Cl[Cu], [Cs+], [Cs+], Oc1ccc(F)cc1. The product is CCOC(=O)c1cccc(Oc2ccc(F)cc2)c1C. Reaction SMILES: [C:22](=[O:23])([O-:24])[O-:25].[CH2:1]([CH3:2])[O:3][C:4]([c:5]1[c:6]([CH3:12])[c:7]([I:11])[cH:8][cH:9][cH:10]1)=[O:13].[CH3:28][C:29]([CH3:30])([C:31](=[O:32])[CH2:33][C:34](=[O:35])[C:36]([CH3:37])([CH3:38])[CH3:39])[CH3:40].[CH3:41][N:42]1[CH2:43][CH2:44][CH2:45][C:46]1=[O:47].[Cl:48][Cu:49].[Cs+:26].[Cs+:27].[F:14][c:15]1[cH:16][cH:17][c:18]([OH:21])[cH:19][cH:20]1>>[CH2:1]([CH3:2])[O:3][C:4]([c:5]1[c:6]([CH3:12])[c:7]([O:21][c:18]2[cH:17][cH:16][c:15]([F:14])[cH:20][cH:19]2)[cH:8][cH:9][cH:10]1)=[O:13]. Starting materials: IC=1C(=NC=C(C1)C(F)(F)F)N (3-iodo-5-(trifluoromethyl)pyridin-2-amine), C(C)[Si](C#CCCO)(CC)CC (4-(triethylsilyl)but-3-in-1-ol), [Cl-].[Li+] (lithium chloride), C([O-])([O-])=O.[Na+].[Na+] (sodium carbonate). The solvent is CN(C)C=O (DMF), CCOC(=O)C.CCOCC (EtOAc ether), O (H2O). Procedure: A mixture of 3-iodo-5-(trifluoromethyl)pyridin-2-amine (13 g, 45.1 mmole), 4-(triethylsilyl)but-3-in-1-ol (12.4 g, 67.7 mmole), 1,1′-bis(diphenylphosphino)ferrocene-palladium(II) dichloride dichloromethane (1.78 g, 2.26 mmole), lithium chloride (1.86 g, 45.1 mmole) and sodium carbonate (9.54 g, 90.3 mmole) in DMF (460 ml) was stirred under nitrogen for 15 hours at 100° C. The reaction mixture was cooled to RT, 2 l of EtOAc/ether (1:1) were added, and the mixture was poured into 2 l of H2O. The t... Reaction conditions: temperature 100 celsius, time 15 hour. The reagents and catalysts are ClCCl.[Pd](Cl)Cl.C1(=CC=CC=C1)P([C-]1C=CC=C1)C1=CC=CC=C1.[C-]1(C=CC=C1)P(C1=CC=CC=C1)C1=CC=CC=C1.[Fe+2] (1,1′-bis(diphenylphosphino)ferrocene-palladium(II) dichloride dichloromethane). Yields the product C(C)[Si](C1=C(C=2C(=NC=C(C2)C(F)(F)F)N1)CCO)(CC)CC (2-(2-(triethylsilyl)-5-(trifluoromethyl)-1H-pyrrolo[2,3-b]pyridin-3-yl)ethanol). RXN SMILES: I[C:2]1[C:3]([NH2:12])=[N:4][CH:5]=[C:6]([C:8]([F:11])([F:10])[F:9])[CH:7]=1.[CH2:13]([Si:15]([CH2:23][CH3:24])([CH2:21][CH3:22])[C:16]#[C:17][CH2:18][CH2:19][OH:20])[CH3:14].[Cl-].[Li+].C(=O)([O-])[O-].[Na+].[Na+]>CN(C=O)C.ClCCl.[Pd](Cl)Cl.C1(P(C2C=CC=CC=2)[C-]2C=CC=C2)C=CC=CC=1.[C-]1(P(C2C=CC=CC=2)C2C=CC=CC=2)C=CC=C1.[Fe+2].O.CCOC(C)=O.CCOCC>[CH2:23]([Si:15]([CH2:13][CH3:14])([CH2:21][CH3:22])[C:16]1[NH:12][C:3]2=[N:4][CH:5]=[C:6]([C:8]([F:11])([F:10])[F:9])[CH:7]=[C:2]2[C:17]=1[CH2:18][CH2:19][OH:20])[CH3:24] |f:2.3,4.5.6,8.9.10.11.12,14.15|.